This data is from the Open Reaction Database (ORD), a public repository of structured organic reaction records. The task is: describe an organic reaction: reactants, conditions, products, and yield Starting materials: BrC1=C(C=CC(=C1)C(F)(F)F)/C=C/C(=O)NC=1C=C2C=CNC2=CC1 ((2E)-3-[2-bromo-4-(trifluoromethyl)phenyl]-N-indol-5-ylprop-2-enamide), COC1=NC=C(C=C1)B(O)O (2-methoxy-5-pyridineboronic acid), C1(=CC=CC=C1)P(C1=CC=CC=C1)C1=CC=CC=C1 (triphenylphosphine). Reagents/catalysts: C=1C=CC(=CC1)/C=C/C(=O)/C=C/C2=CC=CC=C2.C=1C=CC(=CC1)/C=C/C(=O)/C=C/C2=CC=CC=C2.C=1C=CC(=CC1)/C=C/C(=O)/C=C/C2=CC=CC=C2.[Pd].[Pd] (tris(dibenzylideneacetone)dipalladium(0)). Solvent: C1(=CC=CC=C1)C (toluene), C(=O)([O-])[O-].[Na+].[Na+] (Na2CO3), C(C)O (ethanol). Conditions: temperature 120 celsius, time 8 hour. The product is N1C=CC2=CC(=CC=C12)NC(\C=C\C1=C(C=C(C=C1)C(F)(F)F)C=1C=NC(=CC1)OC)=O ((2E)-N-indol-5-yl-3-[2-(6-methoxy(3-pyridyl))-4-(trifluoromethyl)phenyl]-prop-2-enamide). As a reaction SMILES: Br[C:2]1[CH:7]=[C:6]([C:8]([F:11])([F:10])[F:9])[CH:5]=[CH:4][C:3]=1/[CH:12]=[CH:13]/[C:14]([NH:16][C:17]1[CH:18]=[C:19]2[C:23](=[CH:24][CH:25]=1)[NH:22][CH:21]=[CH:20]2)=[O:15].[CH3:26][O:27][C:28]1[CH:33]=[CH:32][C:31](B(O)O)=[CH:30][N:29]=1.C1(P(C2C=CC=CC=2)C2C=CC=CC=2)C=CC=CC=1>C1(C)C=CC=CC=1.C([O-])([O-])=O.[Na+].[Na+].C(O)C.C1C=CC(/C=C/C(/C=C/C2C=CC=CC=2)=O)=CC=1.C1C=CC(/C=C/C(/C=C/C2C=CC=CC=2)=O)=CC=1.C1C=CC(/C=C/C(/C=C/C2C=CC=CC=2)=O)=CC=1.[Pd].[Pd]>[NH:22]1[C:23]2[C:19](=[CH:18][C:17]([NH:16][C:14](=[O:15])/[CH:13]=[CH:12]/[C:3]3[CH:4]=[CH:5][C:6]([C:8]([F:11])([F:10])[F:9])=[CH:7][C:2]=3[C:31]3[CH:30]=[N:29][C:28]([O:27][CH3:26])=[CH:33][CH:32]=3)=[CH:25][CH:24]=2)[CH:20]=[CH:21]1 |f:4.5.6,8.9.10.11.12|. Procedure details: A mixture of (2E)-3-[2-bromo-4-(trifluoromethyl)phenyl]-N-indol-5-ylprop-2-enamide, Example 97, (100 mg, 0.24 mmol), 2-methoxy-5-pyridineboronic acid (60 mg , 0.39 mmol, Digital Specialty Chemicals), tris(dibenzylideneacetone)dipalladium(0) (22 mg, 0.024 mmol, Aldrich) and triphenylphosphine (26 mg, 0.098 mmol, Aldrich) in toluene (1.2 mL), 2.0M aqueous Na2CO3 (0.4 mL) and ethanol (0.4 mL) was stirred at 120° C. overnight. The reaction mixture was filtered through a pad of Celite and diluted wit... Reactants: COC(=O)C1=CC=C(C(=C1)C#N)C1=CC=CC=C1 (6-Cyano-biphenyl-4-carboxylic Acid Methyl Ester), [Li+].[BH4-] (LiBH4). The solvent is C1CCOC1 (THF), C1CCOC1 (THF). Run at temperature 70 celsius. Product: OCC=1C=C(C(=CC1)C1=CC=CC=C1)C#N (4-Hydroxymethyl-biphenyl-2-carbonitrile). RXN SMILES: C[O:2][C:3]([C:5]1[CH:10]=[C:9]([C:11]#[N:12])[C:8]([C:13]2[CH:18]=[CH:17][CH:16]=[CH:15][CH:14]=2)=[CH:7][CH:6]=1)=O.[Li+].[BH4-]>C1COCC1>[OH:2][CH2:3][C:5]1[CH:10]=[C:9]([C:11]#[N:12])[C:8]([C:13]2[CH:18]=[CH:17][CH:16]=[CH:15][CH:14]=2)=[CH:7][CH:6]=1 |f:1.2|. Procedure details: 6-Cyano-biphenyl-4-carboxylic acid methyl ester from step 2 (1.4 g, 5.9 mmol) was dissolved in THF (24 ml). LiBH4 in THF (2 M, 5.9 ml, 11.8 mmol) was added. The reaction mixture was heated to 70° C. for 3 hours. The reaction mixture was quenched carefully with 3N HCl and then extracted with EtOAc (3×20 mL). The organic layers were combined, washed with brine, dried (MgSO4), filtered and concentrated to yield the desired product. Reactants: ClCCNCCCl, Cl, CCCc1ccc(N)c(S(=O)(=O)O)c1, [Na+], [Na+], O=C([O-])[O-], O. The product is CCCc1ccc(N2CCNCC2)c(S(=O)(=O)O)c1. RXN SMILES: [Cl:22][CH2:23][CH2:24][NH:25][CH2:26][CH2:27][Cl:28].[ClH:21].[NH2:1][c:2]1[c:3]([S:11](=[O:12])(=[O:13])[OH:14])[cH:4][c:5]([CH2:8][CH2:9][CH3:10])[cH:6][cH:7]1.[Na+:15].[Na+:16].[O-:17][C:18](=[O:19])[O-:20].[OH2:29]>>[N:1]1([c:2]2[c:3]([S:11](=[O:12])(=[O:13])[OH:14])[cH:4][c:5]([CH2:8][CH2:9][CH3:10])[cH:6][cH:7]2)[CH2:23][CH2:24][NH:25][CH2:26][CH2:27]1. The reactants are Cc1coc2c1C(=O)CC(c1cccc(Br)c1)C2, CCO, Cl, Cl, N=C(N)NN. The product is Cc1coc2c1C(=NNC(=N)N)CC(c1cccc(Br)c1)C2, Cl. Reaction SMILES: [Br:1][c:2]1[cH:3][c:4]([CH:8]2[CH2:9][c:10]3[c:11]([c:12]([CH3:15])[cH:13][o:14]3)[C:16](=[O:18])[CH2:17]2)[cH:5][cH:6][cH:7]1.[CH3:26][CH2:27][OH:28].[ClH:19].[ClH:25].[NH2:20][NH:21][C:22](=[NH:23])[NH2:24]>>[Br:1][c:2]1[cH:3][c:4]([CH:8]2[CH2:9][c:10]3[c:11]([c:12]([CH3:15])[cH:13][o:14]3)[C:16](=[N:20][NH:21][C:22](=[NH:23])[NH2:24])[CH2:17]2)[cH:5][cH:6][cH:7]1.[ClH:19]. The reactants are FC1=C(C(=C(C(=C1F)OC)F)F)[N+](=O)[O-] (2,3,5,6-tetrafluoro-4-methoxynitrobenzene), [Sn] (tin), [OH-].[Na+] (sodium hydroxide), FC1=C(C(=C(C(=C1F)OC)F)F)[N+](=O)[O-] (2,3,5,6-tetrafluoro-4-methoxynitrobenzene), Cl (hydrochloric acid). Run in O (water), C(C)O (ethanol). Yields the product FC1=C(N)C(=C(C(=C1F)OC)F)F (2,3,5,6-tetrafluoro-4-methoxyaniline). The yield is 27.7%. As a reaction SMILES: [F:1][C:2]1[C:7]([F:8])=[C:6]([O:9][CH3:10])[C:5]([F:11])=[C:4]([F:12])[C:3]=1[N+:13]([O-])=O.[Sn].Cl.[OH-].[Na+]>C(O)C.O>[F:1][C:2]1[C:7]([F:8])=[C:6]([O:9][CH3:10])[C:5]([F:11])=[C:4]([F:12])[C:3]=1[NH2:13] |f:3.4,^3:15|. Procedure details: Then, 25 g of the 2,3,5,6-tetrafluoro-4-methoxynitrobenzene was added to a dispersion of 30.3 g of tin dispersed in 230 ml of 95% ethanol. Thereto was dropwise added 70 ml of concentrated hydrochloric acid with ice-cooling. The mixture was refluxed for 2 hours with heating. Then, the reaction mixture was poured into 1,000 ml of water. Thereto was added an aqueous sodium hydroxide solution until the water layer became alkaline. The organic layer was extracted with 500 ml of ether. The ether layer... The reactants are BrCCOCc1ccccc1, [H-], [Na+], OC1CCOC1, C1CCOC1. The product is c1ccc(COCCOC2CCOC2)cc1. Reaction SMILES: [Br:9][CH2:10][CH2:11][O:12][CH2:13][c:14]1[cH:15][cH:16][cH:17][cH:18][cH:19]1.[H-:7].[Na+:8].[O:1]1[CH2:2][CH:3]([OH:6])[CH2:4][CH2:5]1.[O:20]1[CH2:21][CH2:22][CH2:23][CH2:24]1>>[O:1]1[CH2:2][CH:3]([O:6][CH2:10][CH2:11][O:12][CH2:13][c:14]2[cH:15][cH:16][cH:17][cH:18][cH:19]2)[CH2:4][CH2:5]1. Yields the product Cc1ccn(-c2ccc(C(=O)O)c(C(F)(F)F)c2)n1. Reactants: COC(=O)c1ccc(-n2ccc(C)n2)cc1C(F)(F)F, CO, [Na+], [OH-]. RXN SMILES: [CH3:1][c:2]1[n:3][n:4](-[c:7]2[cH:8][c:9]([C:17]([F:18])([F:19])[F:20])[c:10]([C:11](=[O:12])[O:13][CH3:14])[cH:15][cH:16]2)[cH:5][cH:6]1.[CH3:23][OH:24].[Na+:22].[OH-:21]>>[CH3:1][c:2]1[n:3][n:4](-[c:7]2[cH:8][c:9]([C:17]([F:18])([F:19])[F:20])[c:10]([C:11](=[O:12])[OH:13])[cH:15][cH:16]2)[cH:5][cH:6]1.